This data is from the Open Reaction Database (ORD), a public repository of structured organic reaction records. The task is: describe an organic reaction: reactants, conditions, products, and yield Starting materials: FC(OC1=CC=C(CN(S(=O)(=O)CCBr)C=2N=C3N(C=CC(=C3)C(F)(F)F)C2C)C=C1)(F)F (N-(4-Trifluoromethoxybenzyl)-N-(7-trifluoromethyl-3-methylimidazo[1,2-a]pyridin-2-yl)-2-bromoethylsulfonamide), C(C(C)C)NCC(C)C (diisobutylamine). The solvent is C(C)#N (acetonitrile). Run at temperature 80 celsius. The product is FC(OC1=CC=C(CN(S(=O)(=O)CCN(CC(C)C)CC(C)C)C=2N=C3N(C=CC(=C3)C(F)(F)F)C2C)C=C1)(F)F (N-(4-Trifluoromethoxybenzyl)-N-(7-trifluoromethyl-3-methylimidazo[1,2-a]pyridin-2-yl)-2-(N,N-diisobutylamino)ethylsulfonamide). Yield: 93.9%. RXN SMILES: [F:1][C:2]([F:33])([F:32])[O:3][C:4]1[CH:31]=[CH:30][C:7]([CH2:8][N:9]([C:16]2[N:17]=[C:18]3[CH:23]=[C:22]([C:24]([F:27])([F:26])[F:25])[CH:21]=[CH:20][N:19]3[C:28]=2[CH3:29])[S:10]([CH2:13][CH2:14]Br)(=[O:12])=[O:11])=[CH:6][CH:5]=1.[CH2:34]([NH:38][CH2:39][CH:40]([CH3:42])[CH3:41])[CH:35]([CH3:37])[CH3:36]>C(#N)C>[F:1][C:2]([F:33])([F:32])[O:3][C:4]1[CH:31]=[CH:30][C:7]([CH2:8][N:9]([C:16]2[N:17]=[C:18]3[CH:23]=[C:22]([C:24]([F:27])([F:26])[F:25])[CH:21]=[CH:20][N:19]3[C:28]=2[CH3:29])[S:10]([CH2:13][CH2:14][N:38]([CH2:39][CH:40]([CH3:42])[CH3:41])[CH2:34][CH:35]([CH3:37])[CH3:36])(=[O:12])=[O:11])=[CH:6][CH:5]=1. Procedure: To a solution of compound 17-H (0.004 g, 0.007 mmol) in acetonitrile (0.4 mL) was added diisobutylamine (0.009 g, 0.071 mmol) and the reaction mixture was heated at 80° C. for 18 h. The solvent was removed in vacuo and the resulting residue was purified by flash column chromatography, eluting with a hexanes-EtOAc gradient to give Compound 106 as a white solid (0.004 g, 97%); MS m/z (M+H+) 609.